This data is from the Open Reaction Database (ORD), a public repository of structured organic reaction records. The task is: describe an organic reaction: reactants, conditions, products, and yield Reactants: C(C)OC(CN1N=CC=2[C@@H](CCCC12)NS(=O)(=O)C1=CC(=CC(=C1)C(F)(F)F)S(=O)(=O)C)=O ([(R)-4-(3-methanesulfonyl-5-trifluoromethyl-benzenesulfonylamino)-4,5,6,7-tetrahydro-indazol-1-yl]-acetic acid ethyl ester), CI (methyl iodide). Yields the product C(C)OC(CN1N=CC=2[C@@H](CCCC12)N(C)S(=O)(=O)C1=CC(=CC(=C1)C(F)(F)F)S(=O)(=O)C)=O ({(R)-4-[(3-methanesulfonyl-5-trifluoromethyl-benzene-sulfonyl)-methyl-amino]-4,5,6,7-tetrahydro-indazol-1-yl}-acetic acid ethyl ester). Reaction SMILES: [CH2:1]([O:3][C:4](=[O:33])[CH2:5][N:6]1[C:14]2[CH2:13][CH2:12][CH2:11][C@@H:10]([NH:15][S:16]([C:19]3[CH:24]=[C:23]([C:25]([F:28])([F:27])[F:26])[CH:22]=[C:21]([S:29]([CH3:32])(=[O:31])=[O:30])[CH:20]=3)(=[O:18])=[O:17])[C:9]=2[CH:8]=[N:7]1)[CH3:2].[CH3:34]I>>[CH2:1]([O:3][C:4](=[O:33])[CH2:5][N:6]1[C:14]2[CH2:13][CH2:12][CH2:11][C@@H:10]([N:15]([S:16]([C:19]3[CH:24]=[C:23]([C:25]([F:27])([F:26])[F:28])[CH:22]=[C:21]([S:29]([CH3:32])(=[O:30])=[O:31])[CH:20]=3)(=[O:17])=[O:18])[CH3:34])[C:9]=2[CH:8]=[N:7]1)[CH3:2]. Procedure details: Starting with [(R)-4-(3-methanesulfonyl-5-trifluoromethyl-benzenesulfonylamino)-4,5,6,7-tetrahydro-indazol-1-yl]-acetic acid ethyl ester (example 5-1) and methyl iodide using the method analogous to the one described for example 2-1, {(R)-4-[(3-methanesulfonyl-5-trifluoromethyl-benzene-sulfonyl)-methyl-amino]-4,5,6,7-tetrahydro-indazol-1-yl}-acetic acid ethyl ester was obtained MS cald. for C20H24F3N3O6S2 523, obsd. (ESI+) [(M+H)+]: 524. Reactants: [Cl-].[Mg+2].[Cl-] (magnesium chloride), C(C)(=O)[O-].[Zr+4].C(C)(=O)[O-].C(C)(=O)[O-].C(C)(=O)[O-] (zirconium acetate). Run in OCC(O)CO (glycerol). Yields the product OCC(O)CO.[Cl-].[Mg+2].[Cl-].C(C)(=O)[O-].[Zr+4].C(C)(=O)[O-].C(C)(=O)[O-].C(C)(=O)[O-] (glycerol magnesium chloride zirconium acetate). As a reaction SMILES: [Cl-:1].[Mg+2:2].[Cl-].[C:4]([O-:7])(=[O:6])[CH3:5].[Zr+4:8].[C:9]([O-:12])(=[O:11])[CH3:10].[C:13]([O-:16])(=[O:15])[CH3:14].[C:17]([O-:20])(=[O:19])[CH3:18]>OCC(CO)O>[OH:11][CH2:9][CH:5]([CH2:4][OH:7])[OH:15].[Cl-:1].[Mg+2:2].[Cl-:1].[C:17]([O-:20])(=[O:19])[CH3:18].[Zr+4:8].[C:13]([O-:16])(=[O:15])[CH3:14].[C:9]([O-:12])(=[O:11])[CH3:10].[C:4]([O-:7])(=[O:6])[CH3:5] |f:0.1.2,3.4.5.6.7,9.10.11.12.13.14.15.16.17|. Reported procedure: Results obtained using 17 g magnesium chloride hydrated/100 ml zirconium acetate solution-glycerol solution (80:20)